From a dataset of the Open Reaction Database (ORD), a public repository of structured organic reaction records. describe an organic reaction: reactants, conditions, products, and yield Reactants: OC=1C(NN=C(C1)CCC1=CC=CC=C1)=O (4-hydroxy-6-(2-phenylethyl)pyridazin-3(2H)-one), C(C1=CC=CC=C1)OC=1N=NC(=CC1OCC1=CC=CC=C1)\C=C\C1=C(C=C(C=C1)C(F)(F)F)C (3,4-bis(benzyloxy)-6-[(E)-2-[2-methyl-4-(trifluoromethyl)phenyl]ethenyl]pyridazine), C(C1=CC=CC=C1)OC=1N=NC(=CC1OCC1=CC=CC=C1)\C=C\C1=C(C=C(C=C1)C(F)(F)F)C (3,4-bis(benzyloxy)-6-[(E)-2-[2-methyl-4-(trifluoromethyl)phenyl]ethenyl]pyridazine). Run in C1CCOC1 (THF). Yields the product OC=1C(NN=C(C1)CCC1=C(C=C(C=C1)C(F)(F)F)C)=O (4-hydroxy-6-{2-[2-methyl-4-(trifluoromethyl)phenyl]ethyl}-2,3-dihydropyridazin-3-one). Isolated yield 36.0%. Reaction SMILES: OC1C(=O)NN=C(CCC2C=CC=CC=2)C=1.C([O:24][C:25]1[N:26]=[N:27][C:28](/[CH:39]=[CH:40]/[C:41]2[CH:46]=[CH:45][C:44]([C:47]([F:50])([F:49])[F:48])=[CH:43][C:42]=2[CH3:51])=[CH:29][C:30]=1[O:31]CC1C=CC=CC=1)C1C=CC=CC=1>C1COCC1>[OH:31][C:30]1[C:25](=[O:24])[NH:26][N:27]=[C:28]([CH2:39][CH2:40][C:41]2[CH:46]=[CH:45][C:44]([C:47]([F:49])([F:48])[F:50])=[CH:43][C:42]=2[CH3:51])[CH:29]=1. Procedure: Prepared as described for 4-hydroxy-6-(2-phenylethyl)pyridazin-3(2H)-one (Example 1) from 3,4-bis(benzyloxy)-6-[(E)-2-[2-methyl-4-(trifluoromethyl)phenyl]-ethenyl]pyridazine (Intermediate 76) except that THF was used as the solvent. The crude product was purified by reverse phase chromatography, eluting with 5-100% acetonitrile with acid modifier) and then recrystallised from a mixture of methyl tert-butyl ether and ethyl acetate to afford 4-hydroxy-6-{2-[2-methyl-4-(trifluoromethyl)phenyl]ethyl... Starting materials: NC1=NC=CC(=N1)C(=O)NC(C)C=1C=NC(=C(C1)C)OCC(F)(F)F (2-amino-N-(1-(5-methyl-6-(2,2,2-trifluoroethoxy)pyridin-3-yl)ethyl)pyrimidine-4-carb oxamide), C(C)(=O)Cl (acetyl chloride). Yields the product C(C)(=O)NC1=NC=CC(=N1)C(=O)NC(C)C=1C=NC(=C(C1)C)OCC(F)(F)F (2-acetamido-N-(1-(5-methyl-6-(2,2,2-trifluoroethoxy)pyridin-3-yl)ethyl)pyrimidine-4-carboxamide). As a reaction SMILES: [NH2:1][C:2]1[N:7]=[C:6]([C:8]([NH:10][CH:11]([C:13]2[CH:14]=[N:15][C:16]([O:20][CH2:21][C:22]([F:25])([F:24])[F:23])=[C:17]([CH3:19])[CH:18]=2)[CH3:12])=[O:9])[CH:5]=[CH:4][N:3]=1.[C:26](Cl)(=[O:28])[CH3:27]>>[C:26]([NH:1][C:2]1[N:7]=[C:6]([C:8]([NH:10][CH:11]([C:13]2[CH:14]=[N:15][C:16]([O:20][CH2:21][C:22]([F:24])([F:25])[F:23])=[C:17]([CH3:19])[CH:18]=2)[CH3:12])=[O:9])[CH:5]=[CH:4][N:3]=1)(=[O:28])[CH3:27]. Reported procedure: The title compound is prepared from 2-amino-N-(1-(5-methyl-6-(2,2,2-trifluoroethoxy)pyridin-3-yl)ethyl)pyrimidine-4-carb oxamide (20 mg, 0.06 mmol, Step-1 of Example 223, single enantiomer) and acetyl chloride (22 mg, 0.28 mmol) according to the procedure similar to that described in Step-2 of Example 8. Starting materials: ClCCl, Nn1cnnc1, On1nnc2ccccc21, O=C(O)c1cnc(-c2ccccc2)nc1. Product: O=C(Nn1cnnc1)c1cnc(-c2ccccc2)nc1. As a reaction SMILES: [Cl:32][CH2:33][Cl:34].[NH2:26][n:27]1[cH:28][n:29][n:30][cH:31]1.[OH:16][n:17]1[c:18]2[cH:19][cH:20][cH:21][cH:22][c:23]2[n:24][n:25]1.[c:1]1(-[c:7]2[n:8][cH:9][c:10]([C:13](=[O:14])[OH:15])[cH:11][n:12]2)[cH:2][cH:3][cH:4][cH:5][cH:6]1>>[c:1]1(-[c:7]2[n:8][cH:9][c:10]([C:13](=[O:15])[NH:26][n:27]3[cH:28][n:29][n:30][cH:31]3)[cH:11][n:12]2)[cH:2][cH:3][cH:4][cH:5][cH:6]1.